This data is from the Open Reaction Database (ORD), a public repository of structured organic reaction records. The task is: describe an organic reaction: reactants, conditions, products, and yield Starting materials: O=C([O-])[O-], COCC(C)O, Clc1cc(Cl)nc(C2CC2)n1, Cl, FC1CNC1, [K+], [K+]. Yields the product FC1CN(c2cc(Cl)nc(C3CC3)n2)C1. RXN SMILES: [C:18](=[O:19])([O-:20])[O-:21].[CH3:24][O:25][CH2:26][CH:27]([OH:28])[CH3:29].[Cl:1][c:2]1[n:3][c:4]([CH:9]2[CH2:10][CH2:11]2)[n:5][c:6]([Cl:8])[cH:7]1.[ClH:12].[F:13][CH:14]1[CH2:15][NH:16][CH2:17]1.[K+:22].[K+:23]>>[c:2]1([N:16]2[CH2:15][CH:14]([F:13])[CH2:17]2)[n:3][c:4]([CH:9]2[CH2:10][CH2:11]2)[n:5][c:6]([Cl:8])[cH:7]1.